This data is from the Open Reaction Database (ORD), a public repository of structured organic reaction records. The task is: describe an organic reaction: reactants, conditions, products, and yield RXN SMILES: [C:1]([CH3:2])(=[O:3])[c:4]1[cH:5][cH:6][c:7]([O:20][CH3:21])[c:8]([CH3:19])[c:9]1[NH:10][C:11](=[O:12])[c:13]1[s:14][cH:15][c:16]([Br:18])[n:17]1.[C:22](#[CH:23])[Si:24]([CH3:25])([CH3:26])[CH3:27].[CH:47]([O:48][CH:49]([CH3:50])[CH3:51])([CH3:52])[CH3:53].[CH:54]([NH:55][CH:56]([CH3:57])[CH3:58])([CH3:59])[CH3:60].[Cu:61]([I:62])[I:63].[Pd:64]([Cl:65])[Cl:66].[c:28]1([P:29]([c:30]2[cH:31][cH:32][cH:33][cH:34][cH:35]2)[c:36]2[cH:37][cH:38][cH:39][cH:40][cH:41]2)[cH:42][cH:43][cH:44][cH:45][cH:46]1.[c:67]1([P:68]([c:69]2[cH:70][cH:71][cH:72][cH:73][cH:74]2)[c:75]2[cH:76][cH:77][cH:78][cH:79][cH:80]2)[cH:81][cH:82][cH:83][cH:84][cH:85]1.[c:86]1([P:87]([c:88]2[cH:89][cH:90][cH:91][cH:92][cH:93]2)[c:94]2[cH:95][cH:96][cH:97][cH:98][cH:99]2)[cH:100][cH:101][cH:102][cH:103][cH:104]1>>[C:1]([CH3:2])(=[O:3])[c:4]1[cH:5][cH:6][c:7]([O:20][CH3:21])[c:8]([CH3:19])[c:9]1[NH:10][C:11](=[O:12])[c:13]1[s:14][cH:15][c:16]([C:23]#[C:22][Si:24]([CH3:25])([CH3:26])[CH3:27])[n:17]1. Reactants: COc1ccc(C(C)=O)c(NC(=O)c2nc(Br)cs2)c1C, C#C[Si](C)(C)C, CC(C)OC(C)C, CC(C)NC(C)C, I[Cu]I, Cl[Pd]Cl, c1ccc(P(c2ccccc2)c2ccccc2)cc1, c1ccc(P(c2ccccc2)c2ccccc2)cc1, c1ccc(P(c2ccccc2)c2ccccc2)cc1. The product is COc1ccc(C(C)=O)c(NC(=O)c2nc(C#C[Si](C)(C)C)cs2)c1C. Conditions: temperature 140 celsius, time 1.5 hour. The yield is 31.0%. Solvent: CN(C)C=O (DMF). As a reaction SMILES: I[C:2]1[CH:3]=[C:4]([O:24][CH:25]([F:27])[F:26])[CH:5]=[C:6]2[C:10]=1[C:9](=[O:11])[N:8]([CH2:12][C:13]1[CH:18]=[CH:17][C:16]([O:19][C:20]([F:23])([F:22])[F:21])=[CH:15][CH:14]=1)[CH2:7]2.[Cl:28]CCl>CN(C=O)C.Cl[Cu]>[Cl:28][C:2]1[CH:3]=[C:4]([O:24][CH:25]([F:27])[F:26])[CH:5]=[C:6]2[C:10]=1[C:9](=[O:11])[N:8]([CH2:12][C:13]1[CH:18]=[CH:17][C:16]([O:19][C:20]([F:23])([F:22])[F:21])=[CH:15][CH:14]=1)[CH2:7]2. The reagents and catalysts are Cl[Cu] (CuCl). Procedure: A solution of the 7-iodo-5-difluoromethoxy-2-(4-trifluoromethoxy-benzyl)-2,3-dihydro-isoindolone (0.082 g, 0.16 mmol) in DMF (5 mL) was treated with CuCl (0.064 g, 0.65 mmol) and stirred at 140° C. for 1-2 h. After this time, the reaction mixture was diluted with dichloromethane (15 mL) and the solids removed by filtration. The filtrate was concentrated. Silica gel column chromatography using, typically 30% ethyl acetate in hexane, afforded 7-Chloro-2-(4-trifluoromethoxy-benzyl)-5-difluoromethox... Product: ClC=1C=C(C=C2CN(C(C12)=O)CC1=CC=C(C=C1)OC(F)(F)F)OC(F)F (7-Chloro-2-(4-trifluoromethoxy-benzyl)-5-difluoromethoxy-2,3-dihydro-isoindolone). Starting materials: IC=1C=C(C=C2CN(C(C12)=O)CC1=CC=C(C=C1)OC(F)(F)F)OC(F)F (7-iodo-5-difluoromethoxy-2-(4-trifluoromethoxy-benzyl)-2,3-dihydro-isoindolone), ClCCl (dichloromethane). Product: OCc1cc2ccc3c4ccccc4ccc3c2s1. Reactants: CCCCCC, ClCCl, OCc1cc2ccc3c4ccccc4ccc3c2o1, CCOC(=O)c1cc2ccc3c4ccccc4ccc3c2s1. RXN SMILES: [CH3:45][CH2:46][CH2:47][CH2:48][CH2:49][CH3:50].[Cl:42][CH2:43][Cl:44].[cH:1]1[c:2]2[cH:3][cH:4][c:5]3[c:6]4[cH:7][cH:8][cH:9][cH:10][c:11]4[cH:12][cH:13][c:14]3[c:15]2[o:16][c:17]1[CH2:18][OH:19].[cH:20]1[c:21]2[c:22]([s:23][c:24]1[C:25](=[O:26])[O:27][CH2:28][CH3:29])[c:30]1[cH:31][cH:32][c:33]3[cH:34][cH:35][cH:36][cH:37][c:38]3[c:39]1[cH:40][cH:41]2>>[cH:20]1[c:21]2[c:22]([s:23][c:24]1[CH2:25][OH:26])[c:30]1[cH:31][cH:32][c:33]3[cH:34][cH:35][cH:36][cH:37][c:38]3[c:39]1[cH:40][cH:41]2. Product: Cc1cc(C)c(C=C2C(=O)N(COC(=O)CN(C)C)c3ccccc32)[nH]1. The reactants are Cc1cc(C)c(C=C2C(=O)N(CO)c3ccccc32)[nH]1, [Cl-], C[NH+](C)CC(=O)Cl. RXN SMILES: [CH3:9][c:10]1[c:11]([CH:16]=[C:17]2[C:18](=[O:28])[N:19]([CH2:26][OH:27])[c:20]3[cH:21][cH:22][cH:23][cH:24][c:25]32)[nH:12][c:13]([CH3:15])[cH:14]1.[Cl-:1].[Cl:2][C:3]([CH2:4][NH+:5]([CH3:6])[CH3:7])=[O:8]>>[C:3]([CH2:4][N:5]([CH3:6])[CH3:7])(=[O:8])[O:27][CH2:26][N:19]1[C:18](=[O:28])[C:17](=[CH:16][c:11]2[c:10]([CH3:9])[cH:14][c:13]([CH3:15])[nH:12]2)[c:25]2[c:20]1[cH:21][cH:22][cH:23][cH:24]2. Reactants: ClC1=CC=C(CN2CCC(CC2)CNC([C@@H](NC(=O)OC(C)(C)C)C(C)C)=O)C=C1 (1-(4-Chlorobenzyl)-4-[[(N-Boc-valyl)amino]methyl]piperidine). The solvent is Cl.CO (HCl methanol). Reaction conditions: temperature 25 celsius, time 1 hour. The product is ClC1=CC=C(CN2CCC(CC2)CNC([C@@H](N)C(C)C)=O)C=C1 (1-(4-chlorobenzyl)-4-[(valylamino)methyl]piperidine). The yield is 96.6%. As a reaction SMILES: [Cl:1][C:2]1[CH:30]=[CH:29][C:5]([CH2:6][N:7]2[CH2:12][CH2:11][CH:10]([CH2:13][NH:14][C:15](=[O:28])[C@H:16]([CH:25]([CH3:27])[CH3:26])[NH:17]C(OC(C)(C)C)=O)[CH2:9][CH2:8]2)=[CH:4][CH:3]=1>Cl.CO>[Cl:1][C:2]1[CH:30]=[CH:29][C:5]([CH2:6][N:7]2[CH2:8][CH2:9][CH:10]([CH2:13][NH:14][C:15](=[O:28])[C@H:16]([CH:25]([CH3:27])[CH3:26])[NH2:17])[CH2:11][CH2:12]2)=[CH:4][CH:3]=1 |f:1.2|. Reported procedure: 1-(4-Chlorobenzyl)-4-[[(N-Boc-valyl)amino]methyl]piperidine (1.1 g, 2.51 mmol) was dissolved in a 3 M HCl-methanol solution (25 mL) and stirred at 25° C. for 1 hour. The resulting reaction mixture was concentrated, and the obtained salt was dissolved in tBuOH/H2O=3:1 (25 mL). An anion (OH−) exchange resin was added until the solution became slightly basic. The obtained mixture was filtered and concentrated to provide 1-(4-chlorobenzyl)-4-[(valylamino)methyl]piperidine (819 mg, 97%). Further puri...